Dataset: the Open Reaction Database (ORD), a public repository of structured organic reaction records. Task: describe an organic reaction: reactants, conditions, products, and yield The reactants are CCN(C(C)C)C(C)C (DIPEA), CCN=C=NCCCN(C)C (EDCI), C=1C=CC2=C(C1)N=NN2O (HOBt), ClC1=C(NC2=CC=CC=C12)C(=O)O (3-chloro-1H-indole-2-carboxylic acid), NC1=CC=C2C=CN(C2=C1)CC(=O)OC(C)(C)C (tert-Butyl 2-(6-amino-1H-indol-1-yl)acetate). The solvent is ClCCl (dichloromethane), CN(C)C=O (DMF), CN(C)C=O (DMF). The product is ClC1=C(NC2=CC=CC=C12)C(=O)NC1=CC=C2C=CN(C2=C1)CC(=O)OC(C)(C)C (tert-Butyl 2-(6-(3-chloro-1H-indole-2-carboxamido)-1H-indol-1-yl)acetate). The yield is 55.0%. RXN SMILES: CCN(C(C)C)C(C)C.CCN=C=NCCCN(C)C.C1C=CC2N(O)N=NC=2C=1.[Cl:31][C:32]1[C:40]2[C:35](=[CH:36][CH:37]=[CH:38][CH:39]=2)[NH:34][C:33]=1[C:41]([OH:43])=O.[NH2:44][C:45]1[CH:53]=[C:52]2[C:48]([CH:49]=[CH:50][N:51]2[CH2:54][C:55]([O:57][C:58]([CH3:61])([CH3:60])[CH3:59])=[O:56])=[CH:47][CH:46]=1>CN(C=O)C.ClCCl>[Cl:31][C:32]1[C:40]2[C:35](=[CH:36][CH:37]=[CH:38][CH:39]=2)[NH:34][C:33]=1[C:41]([NH:44][C:45]1[CH:53]=[C:52]2[C:48]([CH:49]=[CH:50][N:51]2[CH2:54][C:55]([O:57][C:58]([CH3:61])([CH3:60])[CH3:59])=[O:56])=[CH:47][CH:46]=1)=[O:43]. Procedure: DIPEA (2.5 equiv.), EDCI (2.73 mmol, 1.2 equiv.) and HOBt (2.73 mmol, 1.2 equiv.) were added at 0° C. to a solution of 3-chloro-1H-indole-2-carboxylic acid (2.27 mmol, 1.0 equiv.) in DMF (6 ml), and the mixture was stirred for 15 min. tert-Butyl 2-(6-amino-1H-indol-1-yl)acetate (intermediate A—for synthesis see above) (2.27 mmol, 1.0 equiv.) was dissolved in DMF (1 ml) and added, with stirring, and the reaction mixture was then stirred for 12 h at 25° C. The mixture was diluted with dichlorometh... Starting materials: OC=1C2=C(N=CN1)C(=CC=N2)C(=O)N (4-hydroxypyrido[3,2-d]pyrimidine-8-carboxamide), Cl.Cl.N1(CCC1)C[C@H](C1=CC=C(C=C1)C(C)C)N ((S)-2-Azetidin-1-yl-1-(4-isopropyl-phenyl)-ethylamine dihydrochloride). Reported procedure: Compound 37 was prepared following general synthesis scheme 7 wherein 4-hydroxypyrido[3,2-d]pyrimidine-8-carboxamide (G) was reacted with (S)-2-Azetidin-1-yl-1-(4-isopropyl-phenyl)-ethylamine dihydrochloride to give the title compound as an off-white solid. LC/MS [391 (M+H)]; 1H NMR (500 MHz, DMSO-d6) δ 9.97 (s, 1H), 9.38-8.87 (m, 2H), 8.53 (s, 1H), 8.37 (d, J=4.4 Hz, 1H), 8.17 (s, 1H), 7.37 (d, J=8.0 Hz, 2H), 7.17 (d, J=8.0 Hz, 2H), 5.60-4.97 (m, 1H), 3.16-2.99 (m, 5H), 2.89-2.77 (m, 1H), 2.74 ... Reaction SMILES: O[C:2]1[C:3]2[N:11]=[CH:10][CH:9]=[C:8]([C:12]([NH2:14])=[O:13])[C:4]=2[N:5]=[CH:6][N:7]=1.Cl.Cl.[N:17]1([CH2:21][C@@H:22]([NH2:32])[C:23]2[CH:28]=[CH:27][C:26]([CH:29]([CH3:31])[CH3:30])=[CH:25][CH:24]=2)[CH2:20][CH2:19][CH2:18]1>>[N:17]1([CH2:21][C@@H:22]([NH:32][C:2]2[C:3]3[N:11]=[CH:10][CH:9]=[C:8]([C:12]([NH2:14])=[O:13])[C:4]=3[N:5]=[CH:6][N:7]=2)[C:23]2[CH:28]=[CH:27][C:26]([CH:29]([CH3:30])[CH3:31])=[CH:25][CH:24]=2)[CH2:20][CH2:19][CH2:18]1 |f:1.2.3|. Yields the product N1(CCC1)C[C@H](C1=CC=C(C=C1)C(C)C)NC=1C2=C(N=CN1)C(=CC=N2)C(=O)N (4-[(S)-2-Azetidin-1-yl-1-(4-isopropyl-phenyl)-ethylamino]-pyrido[3,2-d]pyrimidine-8-carboxylic acid amide). Starting materials: C(C)(C)(C)OC(=O)NCCCCCC(=O)OCC1=CC=CC=C1 (benzyl 6-(tert-butoxycarbonylamino)hexanoate), Cl (HCl), O1CCOCC1 (dioxane). Run in C(Cl)Cl (DCM). Reaction conditions: time 1 hour. Product: Cl.NCCCCCC(=O)OCC1=CC=CC=C1 (benzyl 6-aminohexanoate hydrochloride). As a reaction SMILES: C(OC([NH:8][CH2:9][CH2:10][CH2:11][CH2:12][CH2:13][C:14]([O:16][CH2:17][C:18]1[CH:23]=[CH:22][CH:21]=[CH:20][CH:19]=1)=[O:15])=O)(C)(C)C.[ClH:24].O1CCOCC1>C(Cl)Cl>[ClH:24].[NH2:8][CH2:9][CH2:10][CH2:11][CH2:12][CH2:13][C:14]([O:16][CH2:17][C:18]1[CH:23]=[CH:22][CH:21]=[CH:20][CH:19]=1)=[O:15] |f:4.5|. Procedure details: To a solution of benzyl 6-(tert-butoxycarbonylamino)hexanoate (1 eq) in DCM (0.17 M) was added 4M HCl in dioxane (30 eq). The resulting mixture was stirred at room temperature for 1 hour. The mixture was concentrated en vaccuo. The crude material was dissolved in DCM and precipitated in diethyl ether to give the product as a white solid. Starting materials: BrCCOC(C1=CC=CC=C1)(C1=CC=CC=C1)C1=CC=CC=C1 (1,1′,1″-[(2-bromoethoxy)methanetriyl]tribenzene), [H-].[Na+] (NaH), BrC1=CN=CN1 (5-bromo-1H-imidazole). The solvent is CN(C)C=O (DMF), CN(C)C=O (DMF), O (water). Conditions: time 1 hour. The product is BrC=1N=CN(C1)CCOC(C1=CC=CC=C1)(C1=CC=CC=C1)C1=CC=CC=C1 (4-bromo-1-[2-(trityloxy)ethyl]-1H-imidazole). Isolated yield 69.0%. Reaction SMILES: [Br:1][C:2]1[NH:6][CH:5]=[N:4][CH:3]=1.[H-].[Na+].Br[CH2:10][CH2:11][O:12][C:13]([C:26]1[CH:31]=[CH:30][CH:29]=[CH:28][CH:27]=1)([C:20]1[CH:25]=[CH:24][CH:23]=[CH:22][CH:21]=1)[C:14]1[CH:19]=[CH:18][CH:17]=[CH:16][CH:15]=1>CN(C=O)C.O>[Br:1][C:2]1[N:6]=[CH:5][N:4]([CH2:10][CH2:11][O:12][C:13]([C:20]2[CH:25]=[CH:24][CH:23]=[CH:22][CH:21]=2)([C:14]2[CH:15]=[CH:16][CH:17]=[CH:18][CH:19]=2)[C:26]2[CH:31]=[CH:30][CH:29]=[CH:28][CH:27]=2)[CH:3]=1 |f:1.2|. Procedure details: To a solution of 5-bromo-1H-imidazole as prepared in part A (2.2 g, 15 mmol) in DMF (22 mL) at 0° C. was added NaH (658 mg, 60% dispersion, 2.42 mmol) in small portions. The resulting solution was allowed to warm to r.t. and then stirred for 1 hr. The solution was cooled to 0° C. and 1,1′,1″-[(2-bromoethoxy)methanetriyl]tribenzene (5.5 g, 15 mmol) in DMF (10 mL) was added drop-wise. The resulting solution was allowed to warm to r.t. where stirring continued until the reaction was judged complete...